This data is from the Open Reaction Database (ORD), a public repository of structured organic reaction records. The task is: describe an organic reaction: reactants, conditions, products, and yield Starting materials: N(=[N+]=[N-])[C@H](CN1N=CC2=CC=C(C=C12)C(=O)O)C (1-((S)-2-Azidopropyl)-1H-indazole-6-carboxylic acid), C=1C=CC2=C(C1)N=NN2O (HOBT), CCN=C=NCCCN(C)C (EDCI), N (ammonia), O1CCOCC1 (dioxane), [Cl-].[NH4+] (ammonium chloride). Solvent: CN(C)C=O (DMF). Reaction conditions: time 18 hour. Product: N(=[N+]=[N-])[C@H](CN1N=CC2=CC=C(C=C12)C(=O)N)C (1-((S)-2-Azidopropyl)-1H-indazole-6-carboxylic acid amide). The yield is 191.1%. As a reaction SMILES: [N:1]([C@@H:4]([CH3:18])[CH2:5][N:6]1[C:14]2[C:9](=[CH:10][CH:11]=[C:12]([C:15](O)=[O:16])[CH:13]=2)[CH:8]=[N:7]1)=[N+:2]=[N-:3].C1C=CC2N(O)N=[N:25]C=2C=1.CCN=C=NCCCN(C)C.N.O1CCOCC1.[Cl-].[NH4+]>CN(C=O)C>[N:1]([C@@H:4]([CH3:18])[CH2:5][N:6]1[C:14]2[C:9](=[CH:10][CH:11]=[C:12]([C:15]([NH2:25])=[O:16])[CH:13]=2)[CH:8]=[N:7]1)=[N+:2]=[N-:3] |f:5.6|. Procedure details: To the product from Step A (0.17 g, 0.64 mmol) in DMF (5 mL) was added HOBT (0.041 g, 0.30 mmol), and EDCI (0.18 g, 0.96 mmol), followed by a solution of ammonia in dioxane (0.5 M, 0.18 g, 0.96 mmol). After 18 h, a saturated aqueous solution of ammonium chloride (20 mL) was added. The mixture was extracted with ethyl acetate (3×50 mL) and the combined extracts were washed with brine, dried and evaporated. The residue was purified by chromatography (silica, 50% ethyl acetate in hexane, ethyl acet... The reactants are O=C(O)c1ccc(C(=O)O)c(CCc2ccc(Br)cc2)c1, O, O=S1(=O)CCCC1. Yields the product O=C(O)c1ccc2c(c1)CCc1ccc(Br)cc1C2=O. RXN SMILES: [Br:1][c:2]1[cH:3][cH:4][c:5]([CH2:6][CH2:7][c:8]2[c:9]([C:17](=[O:18])[OH:19])[cH:10][cH:11][c:12]([C:14](=[O:15])[OH:16])[cH:13]2)[cH:20][cH:21]1.[OH2:22].[S:23]1(=[O:24])(=[O:25])[CH2:26][CH2:27][CH2:28][CH2:29]1>>[Br:1][c:2]1[cH:3][cH:4][c:5]2[c:20]([cH:21]1)[C:17](=[O:19])[c:9]1[c:8]([cH:13][c:12]([C:14](=[O:15])[OH:16])[cH:11][cH:10]1)[CH2:7][CH2:6]2. Reactants: CN1C[C@@H]2N(CC[C@@H]2C1)C1=CC=C(C=C1)C1=CC=C(C=C1)N1N=CC=CC1=O (2-[4′-(3aR,6aR)-(5-methylhexahydropyrrolo[3,4-b]pyrrol-1(2H)-yl)-1,1′-biphenyl-4-yl ]pyridazin-3(2H)-one), OO (hydrogen peroxide). Solvent: C(Cl)Cl (DCM), CO (MeOH). Run at temperature 50 celsius. The product is C[N@@+]1(C[C@@H]2N(CC[C@@H]2C1)C1=CC=C(C=C1)C1=CC=C(C=C1)N1N=CC=CC1=O)[O-] ((3aR,5R,6aR)-5-methyl-1-(4′-(6-oxopyridazin-1(6H)-yl)biphenyl-4-yl) octahydropyrrolo[3,4-b]pyrrole 5-oxide). Reaction SMILES: [CH3:1][N:2]1[CH2:9][C@@H:8]2[C@@H:4]([N:5]([C:10]3[CH:15]=[CH:14][C:13]([C:16]4[CH:21]=[CH:20][C:19]([N:22]5[C:27](=[O:28])[CH:26]=[CH:25][CH:24]=[N:23]5)=[CH:18][CH:17]=4)=[CH:12][CH:11]=3)[CH2:6][CH2:7]2)[CH2:3]1.[OH:29]O>C(Cl)Cl.CO>[CH3:1][N@@+:2]1([O-:29])[CH2:9][C@@H:8]2[C@@H:4]([N:5]([C:10]3[CH:15]=[CH:14][C:13]([C:16]4[CH:21]=[CH:20][C:19]([N:22]5[C:27](=[O:28])[CH:26]=[CH:25][CH:24]=[N:23]5)=[CH:18][CH:17]=4)=[CH:12][CH:11]=3)[CH2:6][CH2:7]2)[CH2:3]1. Procedure details: A solution of the product from Example 1G (5 g, 13.44 mmol) in DCM (80 mL) and MeOH (40 mL) was treated with hydrogen peroxide (5.2 mL, 30% in H2O, 53.8 mmol). The mixture was heated to 50° C. for 48 hours. The mixture was concentrated under reduced pressure to a smaller volume while still in a solution. The solution was loaded onto an ANALOGIX SuperFlash silica gel column (ANALOGIX is a registered trademark of Analogix Inc. of Burlington, Wis.) and eluted with NH4OH/MeOH/DCM (1/10/90) to obtain... The reactants are ClC1=C(C(=CC(=C1)Cl)Cl)N1C(N(C2=NC(=NC=C2C1)S(=O)(=O)C)C)=O (3-(2,4,6-trichlorophenyl)-7-methanesulfonyl-3,4-dihydro-1-methylpyrimido[4,5-d]pyrimidin-2(1H)-one), C(C)N(CCOC1=CC=C(N)C=C1)CC (4-[2-(diethylamino)ethoxy]aniline). Reaction conditions: temperature 180 celsius. Yields the product ClC1=C(C(=CC(=C1)Cl)Cl)N1C(N(C2=NC(=NC=C2C1)NC1=CC=C(C=C1)OCCN(CC)CC)C)=O (3-(2,4,6-trichlorophenyl)-7-[4-[2-(diethylamino)ethoxy]anilino]-3,4-dihydro-1-methylpyrimido[4,5-d]pyrimidin-2(1H)-one). Yield: 17.0%. Reaction SMILES: [Cl:1][C:2]1[CH:7]=[C:6]([Cl:8])[CH:5]=[C:4]([Cl:9])[C:3]=1[N:10]1[CH2:19][C:18]2[C:13](=[N:14][C:15](S(C)(=O)=O)=[N:16][CH:17]=2)[N:12]([CH3:24])[C:11]1=[O:25].[CH2:26]([N:28]([CH2:39][CH3:40])[CH2:29][CH2:30][O:31][C:32]1[CH:38]=[CH:37][C:35]([NH2:36])=[CH:34][CH:33]=1)[CH3:27]>>[Cl:1][C:2]1[CH:7]=[C:6]([Cl:8])[CH:5]=[C:4]([Cl:9])[C:3]=1[N:10]1[CH2:19][C:18]2[C:13](=[N:14][C:15]([NH:36][C:35]3[CH:34]=[CH:33][C:32]([O:31][CH2:30][CH2:29][N:28]([CH2:39][CH3:40])[CH2:26][CH3:27])=[CH:38][CH:37]=3)=[N:16][CH:17]=2)[N:12]([CH3:24])[C:11]1=[O:25]. Reported procedure: A mixture of 200 mg (0.48 mmol) of 3-(2,4,6-trichlorophenyl)-7-methanesulfonyl-3,4-dihydro-1-methylpyrimido[4,5-d]pyrimidin-2(1H)-one and 300 mg (1.4 mmol) of 4-[2-(diethylamino)ethoxy]aniline was heated at 180° C. for 30 minutes. The mixture was cooled and the product purified by column chromatography on silica gel using dichloromethane/methanol/acetic acid/water (240:24:3:2) for the elution. Product-containing fractions were combined, evaporated and the residue evaporated with toluene. The res... Reactants: CN(C)CC1=CNC2=C1C=CC=C2 (Gramine), C(CC(=O)OCC)(C(=O)OCC)C(=O)OCC (triethyl 1,1,2-ethanetricarboxylate), [Na] (Sodium). Solvent: C1(=CC=CC=C1)C (toluene). The product is C(=O)(O)C(CC(=O)O)(CC1=CNC2=CC=CC=C12)C(=O)O (3,3-Dicarboxy-4-(indol-3-yl)butanoic acid). As a reaction SMILES: CN([CH2:4][C:5]1[C:9]2[CH:10]=[CH:11][CH:12]=[CH:13][C:8]=2[NH:7][CH:6]=1)C.[CH:14]([C:26]([O:28]CC)=[O:27])([C:21]([O:23]CC)=[O:22])[CH2:15][C:16]([O:18]CC)=[O:17].[Na]>C1(C)C=CC=CC=1>[C:21]([C:14]([C:26]([OH:28])=[O:27])([CH2:4][C:5]1[C:9]2[C:8](=[CH:13][CH:12]=[CH:11][CH:10]=2)[NH:7][CH:6]=1)[CH2:15][C:16]([OH:18])=[O:17])([OH:23])=[O:22] |^1:30|. Procedure: Gramine (17.4 g) and triethyl 1,1,2-ethanetricarboxylate (24.6 g) were suspended in dry toluene. Sodium (0.05 g) was added and the stirred reaction was heated at reflux for six hours. The reaction mixture was cooled, washed with 2N hydrochloric acid (100 ml) and the organic layer was dried (MgSO4) and evaporated. The resulting brown oil was dissolved in ethanol (400 ml) and potassium hydroxide (56 g) was added. The reaction was heated to reflux for six hours, cooled, poured onto ice and acidifie... The reactants are CC#N, ClCCl, CC1CN(c2ccc(F)cc2C(F)(F)F)CCN1S(=O)(=O)c1ccc(N2CCCC2C(=O)OC(C)(C)C)s1, O. Product: CC1CN(c2ccc(F)cc2C(F)(F)F)CCN1S(=O)(=O)c1ccc(N2CCCC2C(=O)O)s1. Reaction SMILES: [CH3:39][C:40]#[N:41].[Cl:43][CH2:44][Cl:45].[F:1][c:2]1[cH:3][c:4]([C:35]([F:36])([F:37])[F:38])[c:5]([N:8]2[CH2:9][CH:10]([CH3:34])[N:11]([S:14](=[O:15])(=[O:16])[c:17]3[cH:18][cH:19][c:20]([N:22]4[CH:23]([C:27](=[O:28])[O:29][C:30]([CH3:31])([CH3:32])[CH3:33])[CH2:24][CH2:25][CH2:26]4)[s:21]3)[CH2:12][CH2:13]2)[cH:6][cH:7]1.[OH2:42]>>[F:1][c:2]1[cH:3][c:4]([C:35]([F:36])([F:37])[F:38])[c:5]([N:8]2[CH2:9][CH:10]([CH3:34])[N:11]([S:14](=[O:15])(=[O:16])[c:17]3[cH:18][cH:19][c:20]([N:22]4[CH:23]([C:27](=[O:28])[OH:29])[CH2:24][CH2:25][CH2:26]4)[s:21]3)[CH2:12][CH2:13]2)[cH:6][cH:7]1. Reactants: [H-].[Al+3].[Li+].[H-].[H-].[H-] (lithium aluminum hydride), COC=1C(=C(C(=O)OC)C=CC1)C (methyl 3-methoxy-2-methylbenzoate). Solvent: C1CCOC1 (THF), C1CCOC1 (THF). Product: COC=1C(=C(C=CC1)CO)C ((3-Methoxy-2-methylphenyl)methanol). Isolated yield 95.8%. RXN SMILES: [H-].[Al+3].[Li+].[H-].[H-].[H-].[CH3:7][O:8][C:9]1[C:10]([CH3:19])=[C:11]([CH:16]=[CH:17][CH:18]=1)[C:12](OC)=[O:13]>C1COCC1>[CH3:7][O:8][C:9]1[C:10]([CH3:19])=[C:11]([CH2:12][OH:13])[CH:16]=[CH:17][CH:18]=1 |f:0.1.2.3.4.5|. Procedure details: A suspension of 4.5 g (0.118 mol) of lithium aluminum hydride in 100 mL of THF was treated dropwise with a solution of 14.22 g (78.9 mmol) of methyl 3-methoxy-2-methylbenzoate in 120 mL of THF. The mixture was heated at reflux for 2.5 hours, then cautiously decomposed with 1NH2SO4. The mixture was extracted with EtOAc, and the EtOAc washed with dilute HCl, H2O, saturated NaHCO3, and saturated NaCl. Drying over MgSO4 and removal of the solvent under reduced pressure left 11.5 g (95.8% yield) of t...